Dataset: the Open Reaction Database (ORD), a public repository of structured organic reaction records. Task: describe an organic reaction: reactants, conditions, products, and yield The reactants are C1(=CC=CC=C1)/C=C/C(C)=O ((E)-4-phenylbut-3-en-2-one), C(C1=CC=CC=C1)=O (benzaldehyde), [C-]#N.[Na+] (sodium cyanide). Run in CN(C)C=O (DMF), CN(C)C=O (DMF), CN(C)C=O (DMF). Run at time 1.5 hour. Yields the product C1(=CC=CC=C1)C(C(CC(C)=O)C1=CC=CC=C1)=O (1,2-diphenylpentane-1,4-dione). Isolated yield 38.7%. RXN SMILES: [CH:1](=[O:8])[C:2]1[CH:7]=[CH:6][CH:5]=[CH:4][CH:3]=1.[C-]#N.[Na+].[C:12]1(/[CH:18]=[CH:19]/[C:20](=[O:22])[CH3:21])[CH:17]=[CH:16][CH:15]=[CH:14][CH:13]=1>CN(C=O)C>[C:2]1([C:1](=[O:8])[CH:18]([C:12]2[CH:17]=[CH:16][CH:15]=[CH:14][CH:13]=2)[CH2:19][C:20](=[O:22])[CH3:21])[CH:7]=[CH:6][CH:5]=[CH:4][CH:3]=1 |f:1.2|. Reported procedure: A solution of benzaldehyde (10.10 ml, 100 mmol) in DMF (50 ml) was added dropwise in the course of ½ hour to a mixture of sodium cyanide (2.450 g, 50 mmol) in DMF (50 ml) at 35° C. Stirring was continued for 1.5 hours at 35° C. A solution of (E)-4-phenylbut-3-en-2-one (10.9 g, 74.6 mmol) in DMF (50 ml) was slowly added dropwise over the course of 1.5 hours at 35° C. Stirring was continued for 3.5 hours at the same temperature. The reaction was quenched with twice its quantity of water and extrac... Reactants: FC(C(=O)O)(F)F.C(N)(=N)C1=CC=C(C=C1)NC(C1=NN(C(N1)=O)C=1N=CSC1C(=O)O)C1=CC2=C(OCCCO2)C(=C1)OC (4-{3-[(4-carbamimidoylphenylamino)-(9-methoxy-3,4-dihydro-2H-benzo[b][1,4]dioxepin-7-yl)methyl]-5-oxo-4,5-dihydro-[1,2,4]triazol-1-yl}thiazole-5-carboxylic acid trifluoroacetate), COC(N=C(C(=NC1=CC=C(C=C1)C1=NOC(=N1)C)C1=CC2=C(OCCCO2)C(=C1)OC)SC)=O ({2-(9-methoxy-3,4-dihydro-2H-benzo[b][1,4]dioxepin-7-yl)-2-[4-(5-methyl-[1,2,4]oxadiazol-3-yl)phenylimino]-1-methylsulfanylethylidene}carbamic acid methyl ester), COC(=O)C1=C(N=CS1)NN (4-hydrazinothiazole-5-carboxylic acid methyl ester), COC(N=C(C(=NC1=CC=C(C=C1)C1=NOC(=N1)C)C1=C(C=C(C(=C1)OC)OC)F)SC)=O ([2-(2-fluoro-4,5-dimethoxyphenyl)-2-[4-(5-methyl-[1,2,4]oxadiazol-3-yl)phenylimino]-1-methylsulfanylethylidene]carbamic acid methyl ester), Cl.COC(=O)C1=NC(=CC=C1)NN (6-hydrazinopyridine-2-carboxylic acid methyl ester hydrochloride). The product is FC(C(=O)O)(F)F.C(N)(=N)C1=CC=C(C=C1)NC(C1=NN(C(N1)=O)C1=CC=CC(=N1)C(=O)O)C1=C(C(=CC(=C1)OC)OC)F (6-{3-[(4-Carbamimidoylphenylamino)-(2-fluoro-3,5-dimethoxyphenyl)methyl]-5-oxo-4,5-dihydro-[1,2,4]triazol-1-yl}pyridine-2-carboxylic acid trifluoroacetate). As a reaction SMILES: [F:1][C:2]([F:7])([F:6])[C:3]([OH:5])=[O:4].C(C1C=CC(NC(C2C=C(OC)C3OCCCOC=3C=2)C2N[C:22](=[O:24])N(C3N=CSC=3C(O)=O)N=2)=CC=1)(=N)N.CO[C:48](=[O:78])[N:49]=[C:50](SC)[C:51]([C:65]1[CH:70]=[C:69]([O:71][CH3:72])[C:68](OC)=[CH:67][C:66]=1[F:75])=[N:52][C:53]1[CH:58]=[CH:57][C:56]([C:59]2[N:63]=C(C)O[N:60]=2)=[CH:55][CH:54]=1.Cl.C[O:81][C:82]([C:84]1[CH:89]=[CH:88][CH:87]=[C:86]([NH:90][NH2:91])[N:85]=1)=[O:83].COC(=O)N=C(SC)C(C1C=C(OC)C2OCCCOC=2C=1)=NC1C=CC(C2N=C(C)ON=2)=CC=1.COC(C1SC=NC=1NN)=O>>[F:1][C:2]([F:7])([F:6])[C:3]([OH:5])=[O:4].[C:59]([C:56]1[CH:57]=[CH:58][C:53]([NH:52][CH:51]([C:65]2[CH:70]=[C:69]([O:71][CH3:72])[CH:68]=[C:67]([O:24][CH3:22])[C:66]=2[F:75])[C:50]2[NH:49][C:48](=[O:78])[N:90]([C:86]3[N:85]=[C:84]([C:82]([OH:81])=[O:83])[CH:89]=[CH:88][CH:87]=3)[N:91]=2)=[CH:54][CH:55]=1)(=[NH:60])[NH2:63] |f:0.1,3.4,7.8|. Procedure: The same procedure was carried out as in Examples (180a) to (180b), except that [2-(2-fluoro-4,5-dimethoxyphenyl)-2-[4-(5-methyl-[1,2,4]oxadiazol-3-yl)phenylimino]-1-methylsulfanylethylidene]carbamic acid methyl ester and 6-hydrazinopyridine-2-carboxylic acid methyl ester hydrochloride (Example (174a)) were used instead of respectively {2-(9-methoxy-3,4-dihydro-2H-benzo[b][1,4]dioxepin-7-yl)-2-[4-(5-methyl-[1,2,4]oxadiazol-3-yl)phenylimino]-1-methylsulfanylethylidene}carbamic acid methyl ester a... Reactants: NCC=1C=NC=CC1 (3-aminomethylpyridine), ClC1=CC2=C(OC(OC3=C(C2)C=C(C=C3)Cl)C(=O)O)C=C1 (2,10-dichloro-12H-dibenzo[d,g][1,3]dioxocin-6-carboxylic acid), S(=O)(Cl)Cl (thionyl chloride), ice water, S(=O)(Cl)Cl (thionyl chloride). Solvent: C1=CC=CC=C1 (benzene), C1=CC=CC=C1 (benzene). Conditions: time 2 hour. Product: ClC1=CC2=C(OC(OC3=C(C2)C=C(C=C3)Cl)C(=O)NCC=3C=NC=CC3)C=C1 (2,10-Dichloro-N-(3-pyridylmethyl)-12H-dibenzo[d,g][1,3]dioxocin-6-carboxamide). Reaction SMILES: [Cl:1][C:2]1[CH:21]=[CH:20][C:5]2[O:6][CH:7]([C:17](O)=[O:18])[O:8][C:9]3[CH:15]=[CH:14][C:13]([Cl:16])=[CH:12][C:10]=3[CH2:11][C:4]=2[CH:3]=1.S(Cl)(Cl)=O.[NH2:26][CH2:27][C:28]1[CH:29]=[N:30][CH:31]=[CH:32][CH:33]=1>C1C=CC=CC=1>[Cl:16][C:13]1[CH:14]=[CH:15][C:9]2[O:8][CH:7]([C:17]([NH:26][CH2:27][C:28]3[CH:29]=[N:30][CH:31]=[CH:32][CH:33]=3)=[O:18])[O:6][C:5]3[CH:20]=[CH:21][C:2]([Cl:1])=[CH:3][C:4]=3[CH2:11][C:10]=2[CH:12]=1. Procedure details: To 15 g of 2,10-dichloro-12H-dibenzo[d,g][1,3]dioxocin-6-carboxylic acid was added 75 ml of thionyl chloride, and the heterogenous mixture was refluxed with occasional stirring until it became homogenous. The mixture was refluxed for an additional 2 hours after which the thionyl chloride was distilled off under reduced pressure affording a solid residue which was dissolved in 300 ml of dry benzene by warming on a steam bath. The benzene was distilled off under reduced pressure affording a white ...